This data is from the Open Reaction Database (ORD), a public repository of structured organic reaction records. The task is: describe an organic reaction: reactants, conditions, products, and yield Reactants: FC(C(=O)OCC)(F)F (Ethyl trifluoroacetate), CC(C)(OC(=O)N1CCNCC1)C (1-[1,1-dimethylethoxycarbonyl]piperazine), FC(C(=O)OCC)(F)F (ethyl trifluoroacetate). Conditions: temperature 40 celsius, time 2 hour. Yields the product FC(C(=O)N1CCN(CC1)C(=O)OC(C)(C)C)(F)F (1-trifluoroacetyl-4-[1,1-dimethylethoxycarbonyl]piperazine). The yield is 86.6%. Reaction SMILES: [F:1][C:2]([F:9])([F:8])[C:3]([O:5]CC)=O.[CH3:10][C:11]([CH3:22])([O:13][C:14]([N:16]1[CH2:21][CH2:20][NH:19][CH2:18][CH2:17]1)=[O:15])[CH3:12]>>[F:9][C:2]([F:1])([F:8])[C:3]([N:19]1[CH2:18][CH2:17][N:16]([C:14]([O:13][C:11]([CH3:22])([CH3:12])[CH3:10])=[O:15])[CH2:21][CH2:20]1)=[O:5]. Reported procedure: Ethyl trifluoroacetate (3.9 g, 0.027 mole) was added over 10 minutes to a warm (40° C.) stirred melt of 5.2 g (0.028 mole) 1-[1,1-dimethylethoxycarbonyl]piperazine. The mixture was heated at 120° C. for 2 hours, cooled to room temperature, treated with 1.0 g (0.007 mole) ethyl trifluoroacetate, and reheated for an additional 2 hours. The mixture was allowed to stand 18 hours at room temperature and then was evaporated in vacuo. The residue was dissolved in ether, passed through an alumina-packed...